From a dataset of the Open Reaction Database (ORD), a public repository of structured organic reaction records. describe an organic reaction: reactants, conditions, products, and yield The reactants are solid, FC1=C(C=CC(=C1)F)N1N=CC=C1C1=CC=C(C=C1)[N+](=O)[O-] (1-(2,4-difluoro-phenyl)-5-(4-nitro-phenyl)-1H-pyrazole), FC1=C(C=CC(=C1)F)N1N=CC=C1C1=CC=C(C=C1)[N+](=O)[O-] (1-(2,4-difluoro-phenyl)-5-(4-nitro-phenyl)-1H-pyrazole), C1(=CC=C(C=C1)CC#N)C (2-(p-tolyl)-acetonitrile). The product is FC1=C(C=CC(=C1)F)N1N=CC=C1C1=CC=2C(=NOC2C2=CC=C(C=C2)C)C=C1 (5-[2-(2,4-Difluoro-phenyl)-2H-pyrazol-3-yl]-3-p-tolyl-benzo[c]isoxazole). Reaction SMILES: [F:1][C:2]1[CH:7]=[C:6]([F:8])[CH:5]=[CH:4][C:3]=1[N:9]1[C:13]([C:14]2[CH:19]=[CH:18][C:17]([N+:20]([O-:22])=O)=[CH:16][CH:15]=2)=[CH:12][CH:11]=[N:10]1.[C:23]1([CH3:32])[CH:28]=[CH:27][C:26]([CH2:29]C#N)=[CH:25][CH:24]=1>>[F:1][C:2]1[CH:7]=[C:6]([F:8])[CH:5]=[CH:4][C:3]=1[N:9]1[C:13]([C:14]2[CH:19]=[CH:18][C:17]3=[N:20][O:22][C:32]([C:23]4[CH:28]=[CH:27][C:26]([CH3:29])=[CH:25][CH:24]=4)=[C:16]3[CH:15]=2)=[CH:12][CH:11]=[N:10]1. Reported procedure: The title compound, light yellow solid (13 mg, 10%), MS (ISP) m/z=388.2 [(M+H)+], mp 147° C., was prepared in accordance with the general method of example 1 from 1-(2,4-difluoro-phenyl)-5-(4-nitro-phenyl)-1H-pyrazole (intermediate I) (100 mg, 353 μmol) and commercially available 2-(p-tolyl)-acetonitrile. The reactants are CC(C)Oc1ccc(S(C)(=O)=O)cc1C(=O)O, O=S(=O)(c1ccc2c(c1)CNCC2)N1CCOCC1. Yields the product CC(C)Oc1ccc(S(C)(=O)=O)cc1C(=O)N1CCc2ccc(S(=O)(=O)N3CCOCC3)cc2C1. As a reaction SMILES: [CH:20]([CH3:21])([CH3:22])[O:23][c:24]1[c:25]([C:26](=[O:27])[OH:28])[cH:29][c:30]([S:33](=[O:34])(=[O:35])[CH3:36])[cH:31][cH:32]1.[O:1]1[CH2:2][CH2:3][N:4]([S:7](=[O:8])(=[O:9])[c:10]2[cH:11][cH:12][c:13]3[c:18]([cH:19]2)[CH2:17][NH:16][CH2:15][CH2:14]3)[CH2:5][CH2:6]1>>[O:1]1[CH2:2][CH2:3][N:4]([S:7](=[O:8])(=[O:9])[c:10]2[cH:11][cH:12][c:13]3[c:18]([cH:19]2)[CH2:17][N:16]([C:26]([c:25]2[c:24]([O:23][CH:20]([CH3:21])[CH3:22])[cH:32][cH:31][c:30]([S:33](=[O:34])(=[O:35])[CH3:36])[cH:29]2)=[O:27])[CH2:15][CH2:14]3)[CH2:5][CH2:6]1.